This data is from the Open Reaction Database (ORD), a public repository of structured organic reaction records. The task is: describe an organic reaction: reactants, conditions, products, and yield Reactants: CO, Cl, COC(=O)c1cc(O)cc(OCc2ccccc2F)c1, [Na+], [OH-]. Product: O=C(O)c1cc(O)cc(OCc2ccccc2F)c1. As a reaction SMILES: [CH3:24][OH:25].[ClH:23].[F:1][c:2]1[c:3]([CH2:4][O:5][c:6]2[cH:7][c:8]([C:9](=[O:10])[O:11][CH3:12])[cH:13][c:14]([OH:16])[cH:15]2)[cH:17][cH:18][cH:19][cH:20]1.[Na+:22].[OH-:21]>>[F:1][c:2]1[c:3]([CH2:4][O:5][c:6]2[cH:7][c:8]([C:9](=[O:10])[OH:11])[cH:13][c:14]([OH:16])[cH:15]2)[cH:17][cH:18][cH:19][cH:20]1. Starting materials: O1CCN(CC1)C=CCC (1-morpholinobutene), C(C)OC=C(C(=O)OCC)C(=O)C(=O)OCC (diethyl ethoxymethyleneoxalacetate), [NH4+].[Cl-] (NH4Cl). Solvent: C(C)(=O)O (acetic acid), CO (CH3OH). Yields the product C(C)C=1C=C(C(=NC1)C(=O)OCC)C(=O)OCC (Diethyl 5-ethylpyridine-2,3-dicarboxylate). Reaction SMILES: C(O[CH:4]=[C:5]([C:11]([C:13]([O:15][CH2:16][CH3:17])=[O:14])=O)[C:6]([O:8][CH2:9][CH3:10])=[O:7])C.O1CC[N:21]([CH:24]=[CH:25][CH2:26][CH3:27])CC1.[NH4+].[Cl-]>CO.C(O)(=O)C>[CH2:26]([C:25]1[CH:4]=[C:5]([C:6]([O:8][CH2:9][CH3:10])=[O:7])[C:11]([C:13]([O:15][CH2:16][CH3:17])=[O:14])=[N:21][CH:24]=1)[CH3:27] |f:2.3|. Reported procedure: To a solution of diethyl ethoxymethyleneoxalacetate (43.2 g, 0.16 mol) dissolved in CH3OH (150 mL) at -10° under N2 is added 1-morpholinobutene (25 g, 0.16 mol). The reaction is slowly warmed to room temperature over three hours, after which the CH3OH is removed in vacuo. The residue is dissolved in acetic acid (100 mL) and this solution slowly added to NH4Cl (34.2 g, 0.64 mol) dissolved in acetic acid (200 mL) at 50°-70°. The reaction is then heated to 90°-95° for two hours and 30 minutes, conc...